Dataset: the Open Reaction Database (ORD), a public repository of structured organic reaction records. Task: describe an organic reaction: reactants, conditions, products, and yield Reactants: C(C1=CC=CC=C1)ON1C(C2=CC=CC=3C2=C(C1=O)C=CC3Br)=O (2-Benzyloxy-6-bromo-benzo[de]isoquinoline-1,3-dione), C1CCC2=NCCCN2CC1 (DBU), N1CCOCC1 (morpholine). Yields the product C(C1=CC=CC=C1)ON1C(C2=CC=CC=3C2=C(C1=O)C=CC3N3CCOCC3)=O (2-benzyloxy-6-(morpholin-4-yl)-benzo[de]isoquinoline-1,3-dione). RXN SMILES: [CH2:1]([O:8][N:9]1[C:18](=[O:19])[C:17]2[CH:20]=[CH:21][C:22](Br)=[C:15]3[C:16]=2[C:11](=[CH:12][CH:13]=[CH:14]3)[C:10]1=[O:24])[C:2]1[CH:7]=[CH:6][CH:5]=[CH:4][CH:3]=1.C1CCN2C(=NCCC2)CC1.[NH:36]1[CH2:41][CH2:40][O:39][CH2:38][CH2:37]1>>[CH2:1]([O:8][N:9]1[C:18](=[O:19])[C:17]2[CH:20]=[CH:21][C:22]([N:36]3[CH2:41][CH2:40][O:39][CH2:38][CH2:37]3)=[C:15]3[C:16]=2[C:11](=[CH:12][CH:13]=[CH:14]3)[C:10]1=[O:24])[C:2]1[CH:7]=[CH:6][CH:5]=[CH:4][CH:3]=1. Procedure: 2-Benzyloxy-6-bromo-benzo[de]isoquinoline-1,3-dione (0.8 g, 2.1 mmol, from Example M) was reacted in morpholine (3.0 mL) in the presence of DBU (0.05 mL) following the procedure of Example 18 to give 0.6 g of 2-benzyloxy-6-(morpholin-4-yl)-benzo[de]isoquinoline-1,3-dione. Hydrogenation of 2-benzyloxy-6-(morpholin-4-yl)-benzo[de]isoquinoline-1,3-dione (0.4 g, 0.9 mmol) in the presence of 10% Pd/C (0.2 g) in DMA (30 mL) afforded 0.2 g of the title compound, mp 235-237° C.; The product is C(=O)(O)C(C(=O)O)[C@@H](CC(C)C)C(N[C@@H]1C(NCCCCCCN2C=3C=CC=CC3C(C1)=C2)=O)=O ((3R,10S)-2-carboxy-5-methyl-3-(9-oxo-1,8-diazatricyclo[10.6.1.013,18 ]nonadeca-12(19), 13(18),14,16-tetraen-10-ylcarbamoyl)hexanoic acid). Procedure details: (3R,10S)-2-Methoxycarbonyl-5-methyl-3-(9-oxo-1,8-diaza-tricyclo[10.6.1.013,18 ]nonadeca-12(19),13(18),14,16-tetraen-10-ylcarbamoyl) hexanoic acid was taken up in ethanol (25 mL) and then 1 N LiOH (0.3 mL, 3 eq) was added dropwise. The resulting homogeneous solution was stirred at room temperature for 3 hrs. Most of the ethanol was removed under reduced pressure at 30° C. Then water (5 mL) and ethyl acetate (30 mL) was added and with stirring, 4 N HCl was added until pH=2. The ethyl acetate layer... Reaction SMILES: C[O:2][C:3]([CH:5]([C@H:9]([C:14](=[O:36])[NH:15][C@H:16]1[CH2:33][C:32]2=[CH:34][N:25]([C:26]3[CH:27]=[CH:28][CH:29]=[CH:30][C:31]=32)[CH2:24][CH2:23][CH2:22][CH2:21][CH2:20][CH2:19][NH:18][C:17]1=[O:35])[CH2:10][CH:11]([CH3:13])[CH3:12])[C:6]([OH:8])=[O:7])=[O:4].[Li+].[OH-]>C(O)C>[C:3]([CH:5]([C@H:9]([C:14](=[O:36])[NH:15][C@H:16]1[CH2:33][C:32]2=[CH:34][N:25]([C:26]3[CH:27]=[CH:28][CH:29]=[CH:30][C:31]=32)[CH2:24][CH2:23][CH2:22][CH2:21][CH2:20][CH2:19][NH:18][C:17]1=[O:35])[CH2:10][CH:11]([CH3:13])[CH3:12])[C:6]([OH:8])=[O:7])([OH:4])=[O:2] |f:1.2|. Conditions: time 3 hour. Run in C(C)O (ethanol). The reactants are COC(=O)C(C(=O)O)[C@@H](CC(C)C)C(N[C@@H]1C(NCCCCCCN2C=3C=CC=CC3C(C1)=C2)=O)=O ((3R,10S)-2-Methoxycarbonyl-5-methyl-3-(9-oxo-1,8-diaza-tricyclo[10.6.1.013,18 ]nonadeca-12(19),13(18),14,16-tetraen-10-ylcarbamoyl) hexanoic acid), [Li+].[OH-] (LiOH).